This data is from the Open Reaction Database (ORD), a public repository of structured organic reaction records. The task is: describe an organic reaction: reactants, conditions, products, and yield Reactants: F[B-](F)(F)F, CCN(C(C)C)C(C)C, Cc1onc(-c2ccc(F)cn2)c1C=Cc1ncc(C(=O)O)s1, NC1CCOCC1, CN(C)C=O, CN(C)C(On1nnc2ccccc21)=[N+](C)C. The product is Cc1onc(-c2ccc(F)cn2)c1C=Cc1ncc(C(=O)NC2CCOCC2)s1. As a reaction SMILES: [B-:24]([F:25])([F:26])([F:27])[F:28].[CH:46]([N:47]([CH2:48][CH3:49])[CH:50]([CH3:51])[CH3:52])([CH3:53])[CH3:54].[F:1][c:2]1[cH:3][cH:4][c:5](-[c:8]2[n:9][o:10][c:11]([CH3:23])[c:12]2[CH:13]=[CH:14][c:15]2[s:16][c:17]([C:20](=[O:21])[OH:22])[cH:18][n:19]2)[n:6][cH:7]1.[NH2:55][CH:56]1[CH2:57][CH2:58][O:59][CH2:60][CH2:61]1.[O:62]=[CH:63][N:64]([CH3:65])[CH3:66].[n:29]1([O:30][C:31]([N:32]([CH3:33])[CH3:34])=[N+:35]([CH3:36])[CH3:37])[c:38]2[cH:39][cH:40][cH:41][cH:42][c:43]2[n:44][n:45]1>>[F:1][c:2]1[cH:3][cH:4][c:5](-[c:8]2[n:9][o:10][c:11]([CH3:23])[c:12]2[CH:13]=[CH:14][c:15]2[s:16][c:17]([C:20](=[O:22])[NH:55][CH:56]3[CH2:57][CH2:58][O:59][CH2:60][CH2:61]3)[cH:18][n:19]2)[n:6][cH:7]1. Reactants: CCOC(=O)c1ccc([N+](=O)[O-])o1, C[S-], CS(C)=O, [Cl-], N#N, [NH4+], [Na+]. Yields the product CCOC(=O)c1ccc(SC)o1. Reaction SMILES: [CH2:3]([CH3:4])[O:5][C:6](=[O:7])[c:8]1[o:9][c:10]([N+:13]([O-:14])=[O:15])[cH:11][cH:12]1.[CH3:16][S-:17].[CH3:21][S:22]([CH3:23])=[O:24].[Cl-:19].[N:1]#[N:2].[NH4+:20].[Na+:18]>>[CH2:3]([CH3:4])[O:5][C:6](=[O:7])[c:8]1[o:9][c:10]([S:17][CH3:16])[cH:11][cH:12]1. Reactants: OCCc1cccc(Br)c1, C1CCOC1, CC(C)OC(=O)N=NC(=O)OC(C)C, COC(=O)c1ccc(OC)c(O)c1, c1ccc(P(c2ccccc2)c2ccccc2)cc1. Yields the product COC(=O)c1ccc(OC)c(OCCc2cccc(Br)c2)c1. Reaction SMILES: [Br:33][c:34]1[cH:35][c:36]([CH2:40][CH2:41][OH:42])[cH:37][cH:38][cH:39]1.[CH2:57]1[O:58][CH2:59][CH2:60][CH2:61]1.[O:43]=[C:44]([O:45][CH:46]([CH3:47])[CH3:48])[N:49]=[N:50][C:51]([O:52][CH:53]([CH3:54])[CH3:55])=[O:56].[OH:1][c:2]1[cH:3][c:4]([C:5](=[O:6])[O:7][CH3:8])[cH:9][cH:10][c:11]1[O:12][CH3:13].[c:14]1([P:15]([c:16]2[cH:17][cH:18][cH:19][cH:20][cH:21]2)[c:22]2[cH:23][cH:24][cH:25][cH:26][cH:27]2)[cH:28][cH:29][cH:30][cH:31][cH:32]1>>[O:1]([c:2]1[cH:3][c:4]([C:5](=[O:6])[O:7][CH3:8])[cH:9][cH:10][c:11]1[O:12][CH3:13])[CH2:41][CH2:40][c:36]1[cH:35][c:34]([Br:33])[cH:39][cH:38][cH:37]1. Reactants: BrC=1C=CC(=C(C1)NC1CCN(CC1)C1CCOCC1)[N+](=O)[O-] (N-(5-bromo-2-nitrophenyl)-1-(tetrahydro-2H-pyran-4-yl)-4-piperidinamine), C(=O)[O-].[NH4+] (ammonium formate). The reagents and catalysts are [Pt] (platinum on carbon). The solvent is CO (methanol). Reaction conditions: time 1 hour. The product is NC1=C(C=C(C=C1)Br)NC1CCN(CC1)C1CCOCC1 ((2-amino-5-bromophenyl)[1-(tetrahydro-2H-pyran-4-yl)-4-piperidinyl]amine). Reaction SMILES: [Br:1][C:2]1[CH:3]=[CH:4][C:5]([N+:21]([O-])=O)=[C:6]([NH:8][CH:9]2[CH2:14][CH2:13][N:12]([CH:15]3[CH2:20][CH2:19][O:18][CH2:17][CH2:16]3)[CH2:11][CH2:10]2)[CH:7]=1.C([O-])=O.[NH4+]>[Pt].CO>[NH2:21][C:5]1[CH:4]=[CH:3][C:2]([Br:1])=[CH:7][C:6]=1[NH:8][CH:9]1[CH2:10][CH2:11][N:12]([CH:15]2[CH2:20][CH2:19][O:18][CH2:17][CH2:16]2)[CH2:13][CH2:14]1 |f:1.2|. Procedure: 688 mg (0.0018 mol, 1 eq) of N-(5-bromo-2-nitrophenyl)-1-(tetrahydro-2H-pyran-4-yl)-4-piperidinamine D10, 350 mg (0.00018 mol, 0.1 eq) of 10% platinum on carbon, 375 mg (0.0057 mol, 3.2 eq) of ammonium formate, and 20 mL of methanol (degassed with nitrogen) were combined and stirred for 1 hour. The catalyst was then filtered off, and the filtrate was evaporated. Water and dichloromethane were added and shaken. Separation and drying of the dichloromethane layer with sodium sulfate followed by eva... Starting materials: C(C)(=O)N1C(C(C2=CC=C(C=C12)C(=O)OC)=C(C1=CC=CC=C1)OCC)=O (1-acetyl-3-(1-ethoxy-1-phenylmethylene)-6-methoxycarbonyl-2-indolinone), O=C1N(CCC1)CC1=CC=C(N)C=C1 (4-(2-oxo-pyrrolidin-1-yl-methyl)-aniline). Product: O=C1N(CCC1)CC1=CC=C(N\C(\C2=CC=CC=C2)=C\2/C(NC3=CC(=CC=C23)C(=O)OC)=O)C=C1 (3-Z-[1-(4-(2-oxo-pyrrolidin-1-yl-methyl)-anilino)-1-phenyl-methylene]-6-methoxycarbonyl-2-indolinone). Reaction SMILES: C([N:4]1[C:12]2[C:7](=[CH:8][CH:9]=[C:10]([C:13]([O:15][CH3:16])=[O:14])[CH:11]=2)[C:6](=[C:17](OCC)[C:18]2[CH:23]=[CH:22][CH:21]=[CH:20][CH:19]=2)[C:5]1=[O:27])(=O)C.[O:28]=[C:29]1[CH2:33][CH2:32][CH2:31][N:30]1[CH2:34][C:35]1[CH:41]=[CH:40][C:38]([NH2:39])=[CH:37][CH:36]=1>>[O:28]=[C:29]1[CH2:33][CH2:32][CH2:31][N:30]1[CH2:34][C:35]1[CH:41]=[CH:40][C:38]([NH:39]/[C:17](=[C:6]2\[C:5](=[O:27])[NH:4][C:12]3[C:7]\2=[CH:8][CH:9]=[C:10]([C:13]([O:15][CH3:16])=[O:14])[CH:11]=3)/[C:18]2[CH:23]=[CH:22][CH:21]=[CH:20][CH:19]=2)=[CH:37][CH:36]=1. Procedure details: Prepared from 1-acetyl-3-(1-ethoxy-1-phenylmethylene)-6-methoxycarbonyl-2-indolinone and 4-(2-oxo-pyrrolidin-1-yl-methyl)-aniline Rf value: 0.3 (silica gel, methylene chloride/methanol=20:1) C28H25N3O4 The reactants are CC=1C=C(C=O)C=CC1O (3-methyl-p-hydroxybenzaldehyde), C(CO)O (ethylene glycol), C1(=CC=C(C=C1)S(=O)(=O)O)C (p-toluenesulfonic acid), C1(=CC=CC=C1)C (toluene). Conditions: time 24 hour. The product is OCCOC1(OCCO1)C1=CC(=C(C=C1)O)C (2-(2-hydroxyethoxy)-2-(4-hydroxy-3-methylphenyl)-1,3-dioxolane). Yield: 24.0%. Reaction SMILES: [CH3:1][C:2]1[CH:3]=[C:4]([CH:7]=[CH:8][C:9]=1[OH:10])[CH:5]=[O:6].[CH2:11]([OH:14])[CH2:12][OH:13].C1(C)C=CC(S(O)(=O)=[O:22])=CC=1.[C:26]1([CH3:32])C=CC=CC=1>>[OH:22][CH2:26][CH2:32][O:6][C:5]1([C:4]2[CH:7]=[CH:8][C:9]([OH:10])=[C:2]([CH3:1])[CH:3]=2)[O:14][CH2:11][CH2:12][O:13]1. Reported procedure: A mixture of 3-methyl-p-hydroxybenzaldehyde (0.5 g, 3.6 mmol), ethylene glycol (0.34 g, 5.5 mmol) and p-toluenesulfonic acid (0.07 g, 0.36 mmol) in toluene was heated under reflux. After 24 h, the reaction mixture was cooled to room temperature, TLC showed no starting material. The toluene was removed in vacuo and saturated solution of sodium hydrogen carbonate (20 ml) was added to the residue, which was then extracted with ethyl acetate (3×20 ml). The organic layer was washed with water (20 ml)...